From a dataset of the Open Reaction Database (ORD), a public repository of structured organic reaction records. describe an organic reaction: reactants, conditions, products, and yield The reactants are CC(C)(C)O, CC=C(C)C, [O-][Cl+][O-], O=Cc1scnc1Cl, [Na+], O. The product is O=C(O)c1scnc1Cl. RXN SMILES: [C:14]([CH3:15])([CH3:16])([CH3:17])[OH:18].[CH3:9][C:10](=[CH:11][CH3:12])[CH3:13].[Cl+:19]([O-:20])[O-:21].[Cl:1][c:2]1[n:3][cH:4][s:5][c:6]1[CH:7]=[O:8].[Na+:22].[OH2:23]>>[Cl:1][c:2]1[n:3][cH:4][s:5][c:6]1[C:7](=[O:8])[OH:18]. Starting materials: CO, COC(=O)c1ccc(C(=O)Nc2c(C)c(C)c3c(c2C)C(c2ccc(C(C)C)cc2)C(C)(C)O3)cc1, [Na+], C1CCOC1, [OH-]. The product is Cc1c(C)c2c(c(C)c1NC(=O)c1ccc(C(=O)O)cc1)C(c1ccc(C(C)C)cc1)C(C)(C)O2. As a reaction SMILES: [CH3:44][OH:45].[CH:1]([CH3:2])([CH3:3])[c:4]1[cH:5][cH:6][c:7]([CH:10]2[C:11]([CH3:35])([CH3:36])[O:12][c:13]3[c:14]2[c:15]([CH3:34])[c:16]([NH:21][C:22](=[O:23])[c:24]2[cH:25][cH:26][c:27]([C:28](=[O:29])[O:30][CH3:31])[cH:32][cH:33]2)[c:17]([CH3:20])[c:18]3[CH3:19])[cH:8][cH:9]1.[Na+:43].[O:37]1[CH2:38][CH2:39][CH2:40][CH2:41]1.[OH-:42]>>[CH:1]([CH3:2])([CH3:3])[c:4]1[cH:5][cH:6][c:7]([CH:10]2[C:11]([CH3:35])([CH3:36])[O:12][c:13]3[c:14]2[c:15]([CH3:34])[c:16]([NH:21][C:22](=[O:23])[c:24]2[cH:25][cH:26][c:27]([C:28](=[O:29])[OH:30])[cH:32][cH:33]2)[c:17]([CH3:20])[c:18]3[CH3:19])[cH:8][cH:9]1. The reactants are FC(C(=O)O)(F)F (Trifluoroacetic acid), C(C)(C)(C)OC(=O)N1C(=CC=2C=NC=CC21)CN2C(CN(CC2=O)S(=O)(=O)C=CC=2SC(=CC2)Cl)CO (2-{4-[2-(5-chloro-thiophen-2-yl)-ethenesulfonyl]-2-(±)-hydroxymethyl-6-oxo-piperazin-1-ylmethyl}-pyrrolo[3,2-c]pyridine-1-carboxylic acid tert-butyl ester). The solvent is C(Cl)Cl (CH2Cl2). Reaction conditions: time 4 hour. Product: ClC1=CC=C(S1)C=CS(=O)(=O)N1CC(N(CC1CO)CC1=CC=2C=NC=CC2N1)=O (4-[2-(5-Chloro-thiophen-2-yl)-ethenesulfonyl]-5-(±)-hydroxymethyl-1-(1H-pyrrolo[3,2-c]pyridin-2-ylmethyl)-piperazin-2-one). RXN SMILES: F[C:2](F)(F)[C:3]([OH:5])=O.C(OC([N:15]1[C:23]2[CH:22]=[CH:21][N:20]=[CH:19][C:18]=2[CH:17]=[C:16]1[CH2:24][N:25]1[C:30](=[O:31])[CH2:29][N:28]([S:32]([CH:35]=[CH:36][C:37]2[S:38][C:39]([Cl:42])=[CH:40][CH:41]=2)(=[O:34])=[O:33])C[CH:26]1CO)=O)(C)(C)C>C(Cl)Cl>[Cl:42][C:39]1[S:38][C:37]([CH:36]=[CH:35][S:32]([N:28]2[CH:2]([CH2:3][OH:5])[CH2:26][N:25]([CH2:24][C:16]3[NH:15][C:23]4[CH:22]=[CH:21][N:20]=[CH:19][C:18]=4[CH:17]=3)[C:30](=[O:31])[CH2:29]2)(=[O:34])=[O:33])=[CH:41][CH:40]=1. Procedure details: Trifluoroacetic acid (1.8 mL) is added to a solution of 2-{4-[2-(5-chloro-thiophen-2-yl)-ethenesulfonyl]-2-(±)-hydroxymethyl-6-oxo-piperazin-1-ylmethyl}-pyrrolo[3,2-c]pyridine-1-carboxylic acid tert-butyl ester (0.04 g) in CH2Cl2 (4.2 mL) at RT. The reaction mixture is stirred for 4 h then concentrated in vacuo. The title compound is purified by RP-HPLC eluting in a gradient of 10% CH3CN/H2O (0.1% TFA) to 100% CH3CN and lyophilizing the appropriate product fractions. 1H NMR (DMSO-d6, 300 MHz) δ9... Starting materials: ClCC=1N=C2N(C(C1)=O)C=CS2 (7-(Chloromethyl)-5H-[1,3]thiazolo[3,2-a]pyrimidin-5-one), intermediate, C1(=CC=CC=C1)P(C1=CC=CC=C1)C1=CC=CC=C1 (triphenylphosphine). The solvent is C(C)#N (acetonitrile). Product: [Cl-].O=C1C=C(N=C2N1C=CS2)C[P+](C2=CC=CC=C2)(C2=CC=CC=C2)C2=CC=CC=C2 (5-oxo-5H-[1,3]thiazolo[3,2-a]pyrimidin-7-ylmethyl(triphenyl)phosphonium chloride). As a reaction SMILES: [Cl:1][CH2:2][C:3]1[N:4]=[C:5]2[S:12][CH:11]=[CH:10][N:6]2[C:7](=[O:9])[CH:8]=1.[C:13]1([P:19]([C:26]2[CH:31]=[CH:30][CH:29]=[CH:28][CH:27]=2)[C:20]2[CH:25]=[CH:24][CH:23]=[CH:22][CH:21]=2)[CH:18]=[CH:17][CH:16]=[CH:15][CH:14]=1>C(#N)C>[Cl-:1].[O:9]=[C:7]1[N:6]2[CH:10]=[CH:11][S:12][C:5]2=[N:4][C:3]([CH2:2][P+:19]([C:20]2[CH:21]=[CH:22][CH:23]=[CH:24][CH:25]=2)([C:26]2[CH:31]=[CH:30][CH:29]=[CH:28][CH:27]=2)[C:13]2[CH:14]=[CH:15][CH:16]=[CH:17][CH:18]=2)=[CH:8]1 |f:3.4|. Reported procedure: To a stirred suspension of Step 1 intermediate (6.0 g, 29.90 mmol) in acetonitrile was added triphenylphosphine (8.6 g, 32.89 mmol) at room temperature. The resulting reaction mixture was slowly heated to reflux for 30 min. The solvent was concentrated in vacuo and the residue stirred with diisopropyl ethyl ether and filtered. The solid was dried under vacuum to afford 13.5 g of the desired compound as an off-white solid: 1H NMR (300 MHz, DMSO-d6) δ 4.96 (d, J=15.0 Hz, 2H), 6.15 (br s, 1H), 7.32... The reactants are C(C)(=O)N1C(C(C2=CC=C(C=C12)F)=C(C1=CC(=C(C=C1)NC)[N+](=O)[O-])OC)=O (1-acetyl-6-fluoro-3-[1-methoxy-1-(4-methylamino-3-nitrophenyl)methylene]-2-indolinone), [H][H] (hydrogen), C(=O)O (formic acid). Reagents/catalysts: [Ni] (Raney nickel). Yields the product C(C)(=O)N1C(C(C2=CC=C(C=C12)F)=C(C1=CC2=C(N(C=N2)C)C=C1)OC)=O (1-acetyl-6-fluoro-3-[1-methoxy-1-(1-methylbenzimidazol-5-yl)methylene]-2-indolinone). RXN SMILES: [C:1]([N:4]1[C:12]2[C:7](=[CH:8][CH:9]=[C:10]([F:13])[CH:11]=2)[C:6](=[C:14]([O:26][CH3:27])[C:15]2[CH:20]=[CH:19][C:18]([NH:21][CH3:22])=[C:17]([N+:23]([O-])=O)[CH:16]=2)[C:5]1=[O:28])(=[O:3])[CH3:2].[H][H].[CH:31](O)=O>[Ni]>[C:1]([N:4]1[C:12]2[C:7](=[CH:8][CH:9]=[C:10]([F:13])[CH:11]=2)[C:6](=[C:14]([O:26][CH3:27])[C:15]2[CH:20]=[CH:19][C:18]3[N:21]([CH3:31])[CH:22]=[N:23][C:17]=3[CH:16]=2)[C:5]1=[O:28])(=[O:3])[CH3:2]. Reported procedure: 0.40 g of 1-acetyl-6-fluoro-3-[1-methoxy-1-(4-methylamino-3-nitrophenyl)methylene]-2-indolinone are hydrogenated in 5.0 ml formic acid with the addition of 0.20 g of Raney nickel for 3 hours under 50 psi of hydrogen atmosphere. The catalyst is eliminated by suction filtering and the filtrate is evaporated down. The residue is stirred with diethyl ether, then after crystallisation suction filtered and dried. The reactants are C(#N)C=1C=CC(=C(C(=O)OC)C1)O (methyl 5-cyano-2-hydroxybenzoate), C([O-])([O-])=O.[K+].[K+] (potassium carbonate), BrCC1=CC=CC=C1 ((bromomethyl)benzene). Run in CC(=O)C (acetone). Run at temperature 50 celsius, time 8 hour. The product is C(#N)C=1C=CC(=C(C(=O)OC)C1)OCC1=CC=CC=C1 (Methyl 5-cyano-2-[(phenylmethyl)oxy]benzoate). Reaction SMILES: [C:1]([C:3]1[CH:4]=[CH:5][C:6]([OH:13])=[C:7]([CH:12]=1)[C:8]([O:10][CH3:11])=[O:9])#[N:2].C(=O)([O-])[O-].[K+].[K+].Br[CH2:21][C:22]1[CH:27]=[CH:26][CH:25]=[CH:24][CH:23]=1>CC(C)=O>[C:1]([C:3]1[CH:4]=[CH:5][C:6]([O:13][CH2:21][C:22]2[CH:27]=[CH:26][CH:25]=[CH:24][CH:23]=2)=[C:7]([CH:12]=1)[C:8]([O:10][CH3:11])=[O:9])#[N:2] |f:1.2.3|. Reported procedure: A suspension of methyl 5-cyano-2-hydroxybenzoate (may be prepared as described in Description 12; 531 mg, 3 mmol), potassium carbonate (1037 mg, 7.50 mmol) and (bromomethyl)benzene (1026 mg, 6.00 mmol) in acetone (60 ml) was stirred at 50° C. overnight. The mixture was cooled and filtered. The filtrate was concentrated. The crude product was purified by silica gel chromatography eluting with hexane:ethyl acetate (10:1) to yield the title compound as a white solid. 480 mg. Reactants: O=C(n1ccnc1)n1ccnc1, C1CCOC1, O, O=C(O)C=Cc1ccccc1, NCCCn1ccnc1. Product: O=C(C=Cc1ccccc1)NCCCn1ccnc1. Reaction SMILES: [C:12]([n:13]1[cH:14][cH:15][n:16][cH:17]1)([n:18]1[cH:19][cH:20][n:21][cH:22]1)=[O:23].[O:24]1[CH2:25][CH2:26][CH2:27][CH2:28]1.[OH2:38].[OH:1][C:2](=[O:3])[CH:4]=[CH:5][c:6]1[cH:7][cH:8][cH:9][cH:10][cH:11]1.[n:29]1([CH2:34][CH2:35][CH2:36][NH2:37])[cH:30][n:31][cH:32][cH:33]1>>[C:2](=[O:3])([CH:4]=[CH:5][c:6]1[cH:7][cH:8][cH:9][cH:10][cH:11]1)[NH:37][CH2:36][CH2:35][CH2:34][n:29]1[cH:30][n:31][cH:32][cH:33]1. The reactants are NC=1C=C(C=CC1)COCCOCCCCCCN1C(O[C@@H](C1)C1=CC2=C(OC(OC2)(C)C)C=C1)=O ((5R)-3-{6-[2-{[(3-aminophenyl)methyl]oxy}ethoxy]hexyl}-5-(2,2-dimethyl-4H-1,3-benzodioxin-6-yl)-1,3-oxazolidin-2-one), [N+](=O)([O-])C=1C=C(C(=O)Cl)C=CC1 (3-nitrobenzoyl chloride), C([O-])(O)=O.[Na+] (sodium bicarbonate). Run in N1=CC=CC=C1 (pyridine). Reaction conditions: time 2.5 hour. Yields the product CC1(OCC2=C(O1)C=CC(=C2)[C@@H]2CN(C(O2)=O)CCCCCCOCCOCC=2C=C(C=CC2)NC(C2=CC(=CC=C2)[N+](=O)[O-])=O)C (N-[3-({2-({6-[(5R)-5-(2,2-Dimethyl-4H-1,3-benzodioxin-6-yl)-2-oxo-1,3-oxazolidin-3-yl]hexyl}oxy)ethoxy}methyl)phenyl]-3-nitrobenzamide). The yield is 73.8%. Reaction SMILES: [NH2:1][C:2]1[CH:3]=[C:4]([CH2:8][O:9][CH2:10][CH2:11][O:12][CH2:13][CH2:14][CH2:15][CH2:16][CH2:17][CH2:18][N:19]2[CH2:23][C@@H:22]([C:24]3[CH:35]=[CH:34][C:27]4[O:28][C:29]([CH3:33])([CH3:32])[O:30][CH2:31][C:26]=4[CH:25]=3)[O:21][C:20]2=[O:36])[CH:5]=[CH:6][CH:7]=1.[N+:37]([C:40]1[CH:41]=[C:42]([CH:46]=[CH:47][CH:48]=1)[C:43](Cl)=[O:44])([O-:39])=[O:38].C(=O)(O)[O-].[Na+]>N1C=CC=CC=1>[CH3:33][C:29]1([CH3:32])[O:28][C:27]2[CH:34]=[CH:35][C:24]([C@H:22]3[O:21][C:20](=[O:36])[N:19]([CH2:18][CH2:17][CH2:16][CH2:15][CH2:14][CH2:13][O:12][CH2:11][CH2:10][O:9][CH2:8][C:4]4[CH:3]=[C:2]([NH:1][C:43](=[O:44])[C:42]5[CH:46]=[CH:47][CH:48]=[C:40]([N+:37]([O-:39])=[O:38])[CH:41]=5)[CH:7]=[CH:6][CH:5]=4)[CH2:23]3)=[CH:25][C:26]=2[CH2:31][O:30]1 |f:2.3|. Procedure details: A solution of (5R)-3-{6-[2-{[(3-aminophenyl)methyl]oxy}ethoxy]hexyl}-5-(2,2-dimethyl-4H-1,3-benzodioxin-6-yl)-1,3-oxazolidin-2-one (2.20 g) in pyridine (20 ml) under nitrogen was treated with 3-nitrobenzoyl chloride (819 mg) and the mixture was stirred at 20° for 2.5 h. Sat. sodium bicarbonate solution (100 ml) was added and the mixture was extracted with dichloromethane (2×50 ml). The combined extracts were dried (Na2SO4) and the solvent evaporated in vacuo. The residue was purified by flash ch... Starting materials: CCO, COc1ccc(C(=O)c2ccccc2[N+](=O)[O-])cn1. The product is COc1ccc(C(=O)c2ccccc2N)cn1. Reaction SMILES: [CH3:20][CH2:21][OH:22].[N+:1]([O-:2])(=[O:3])[c:4]1[c:5]([C:10](=[O:11])[c:12]2[cH:13][n:14][c:15]([O:18][CH3:19])[cH:16][cH:17]2)[cH:6][cH:7][cH:8][cH:9]1>>[NH2:1][c:4]1[c:5]([C:10](=[O:11])[c:12]2[cH:13][n:14][c:15]([O:18][CH3:19])[cH:16][cH:17]2)[cH:6][cH:7][cH:8][cH:9]1. Reactants: BrC1=C(CN2C(=NC3=C2C=C(C=C3)O)C3=CC(=C(C(=C3)OC)OC)OC)C=CC=C1 (1-(2-bromobenzyl)-2-(3,4,5-trimethoxyphenyl)-6-hydroxybenzimidazole), CN(C)C(CCl)C (2-(N,N-dimethylamino)propyl chloride). The product is BrC1=C(CN2C(=NC3=C2C=C(C=C3)OCC(C)N(C)C)C3=CC(=C(C(=C3)OC)OC)OC)C=CC=C1 (1-(2-bromobenzyl)-2-(3,4,5-trimethoxyphenyl)-6-[2-(N,N-dimethylamino)propoxy]benzimidazole). Reaction SMILES: [Br:1][C:2]1[CH:30]=[CH:29][CH:28]=[CH:27][C:3]=1[CH2:4][N:5]1[C:9]2[CH:10]=[C:11]([OH:14])[CH:12]=[CH:13][C:8]=2[N:7]=[C:6]1[C:15]1[CH:20]=[C:19]([O:21][CH3:22])[C:18]([O:23][CH3:24])=[C:17]([O:25][CH3:26])[CH:16]=1.[CH3:31][N:32]([CH:34]([CH3:37])[CH2:35]Cl)[CH3:33]>>[Br:1][C:2]1[CH:30]=[CH:29][CH:28]=[CH:27][C:3]=1[CH2:4][N:5]1[C:9]2[CH:10]=[C:11]([O:14][CH2:35][CH:34]([N:32]([CH3:33])[CH3:31])[CH3:37])[CH:12]=[CH:13][C:8]=2[N:7]=[C:6]1[C:15]1[CH:16]=[C:17]([O:25][CH3:26])[C:18]([O:23][CH3:24])=[C:19]([O:21][CH3:22])[CH:20]=1. Procedure details: The title compound was prepared by reacting the compound of Example 114 with 2-(N,N-dimethylamino)propyl chloride essentially as previously described. mp 152° C., NMR, IR, MS 553, 555.